From a dataset of the Open Reaction Database (ORD), a public repository of structured organic reaction records. describe an organic reaction: reactants, conditions, products, and yield The reactants are C(C)(C)(C)OC(=O)N1CC(C(CC1)=O)C(=O)OCC (1-tert-butoxycarbonyl-3-ethoxycarbonylpiperidin-4-one), C(C1=CC=CC=C1)N (benzylamine). Run in C1(=CC=CC=C1)C (toluene). Yields the product C(C1=CC=CC=C1)NC1=C(CN(CC1)C(=O)OC(C)(C)C)C(=O)OCC (4-Benzylamino-1-tert-butoxycarbonyl-3-ethoxycarbonyl-1,2,5,6-tetrahydropyridine). RXN SMILES: [C:1]([O:5][C:6]([N:8]1[CH2:13][CH2:12][C:11](=O)[CH:10]([C:15]([O:17][CH2:18][CH3:19])=[O:16])[CH2:9]1)=[O:7])([CH3:4])([CH3:3])[CH3:2].[CH2:20]([NH2:27])[C:21]1[CH:26]=[CH:25][CH:24]=[CH:23][CH:22]=1>C1(C)C=CC=CC=1>[CH2:20]([NH:27][C:11]1[CH2:12][CH2:13][N:8]([C:6]([O:5][C:1]([CH3:4])([CH3:3])[CH3:2])=[O:7])[CH2:9][C:10]=1[C:15]([O:17][CH2:18][CH3:19])=[O:16])[C:21]1[CH:26]=[CH:25][CH:24]=[CH:23][CH:22]=1. Procedure: A solution of 1-tert-butoxycarbonyl-3-ethoxycarbonylpiperidin-4-one (prepared from 3-ethoxycarbonylpiperidin-4-one and di-tert-butyl-dicarbonate in dichloromethane and triethylamine) (25 g) and benzylamine (10.85 g) in toluene was heated under reflux in a Dean and Stark apparatus for 18 hours and then evaporated to dryness to give an oil. Reactants: O=C(Cl)Oc1ccccc1, O=C(Cl)Cl, O=[Ti]=O, Oc1ccccc1. Yields the product O=C(Oc1ccccc1)Oc1ccccc1. As a reaction SMILES: [Cl:12][C:13](=[O:14])[O:15][c:16]1[cH:17][cH:18][cH:19][cH:20][cH:21]1.[Cl:1][C:2](=[O:3])[Cl:4].[O:22]=[Ti:23]=[O:24].[OH:5][c:6]1[cH:7][cH:8][cH:9][cH:10][cH:11]1>>[O:5]([c:6]1[cH:7][cH:8][cH:9][cH:10][cH:11]1)[C:13](=[O:14])[O:15][c:16]1[cH:17][cH:18][cH:19][cH:20][cH:21]1. Reactants: CC(C)(C)[Si](C)(C)Cl, CCC(CC)(c1ccc(O)c(C)c1)c1ccc(-c2sc(C(=O)OC)cc2C)c(C)c1, CCOCC, CN(C)C=O, c1c[nH]cn1. Product: CCC(CC)(c1ccc(O[Si](C)(C)C(C)(C)C)c(C)c1)c1ccc(-c2sc(C(=O)OC)cc2C)c(C)c1. As a reaction SMILES: [C:1]([CH3:2])([CH3:3])([CH3:4])[Si:5]([CH3:6])([CH3:7])[Cl:8].[CH3:14][O:15][C:16](=[O:17])[c:18]1[s:19][c:20](-[c:24]2[c:25]([CH3:43])[cH:26][c:27]([C:30]([CH2:31][CH3:32])([c:33]3[cH:34][c:35]([CH3:40])[c:36]([OH:39])[cH:37][cH:38]3)[CH2:41][CH3:42])[cH:28][cH:29]2)[c:21]([CH3:23])[cH:22]1.[CH3:44][CH2:45][O:46][CH2:47][CH3:48].[CH3:49][N:50]([CH3:51])[CH:52]=[O:53].[nH:9]1[cH:10][cH:11][n:12][cH:13]1>>[C:1]([CH3:2])([CH3:3])([CH3:4])[Si:5]([CH3:6])([CH3:7])[O:39][c:36]1[c:35]([CH3:40])[cH:34][c:33]([C:30]([c:27]2[cH:26][c:25]([CH3:43])[c:24](-[c:20]3[s:19][c:18]([C:16]([O:15][CH3:14])=[O:17])[cH:22][c:21]3[CH3:23])[cH:29][cH:28]2)([CH2:31][CH3:32])[CH2:41][CH3:42])[cH:38][cH:37]1. Starting materials: C1CCOC1, COC(=O)c1ncoc1-c1cccc(CCO[Si](C)(C)C(C)(C)C)c1, [Li+], N#N, [OH-], O. The product is CC(C)(C)[Si](C)(C)OCCc1cccc(-c2ocnc2C(=O)O)c1. As a reaction SMILES: [CH2:30]1[O:31][CH2:32][CH2:33][CH2:34]1.[CH3:3][O:4][C:5](=[O:6])[c:7]1[n:8][cH:9][o:10][c:11]1-[c:12]1[cH:13][c:14]([CH2:18][CH2:19][O:20][Si:21]([CH3:22])([CH3:23])[C:24]([CH3:25])([CH3:26])[CH3:27])[cH:15][cH:16][cH:17]1.[Li+:29].[N:1]#[N:2].[OH-:28].[OH2:35]>>[O:4]=[C:5]([OH:6])[c:7]1[n:8][cH:9][o:10][c:11]1-[c:12]1[cH:13][c:14]([CH2:18][CH2:19][O:20][Si:21]([CH3:22])([CH3:23])[C:24]([CH3:25])([CH3:26])[CH3:27])[cH:15][cH:16][cH:17]1. The reactants are O=C([O-])[O-], CCOC(=O)COc1ccc(S)cc1C, CCOCC, Cl, [Cs+], [Cs+], N#N, CN(C)C=O, CCCN(CCOS(=O)(=O)c1ccc(C)cc1)S(=O)(=O)c1ccc(-c2ccccc2)cc1. The product is CCCN(CCSc1ccc(OCC(=O)OCC)c(C)c1)S(=O)(=O)c1ccc(-c2ccccc2)cc1. Reaction SMILES: [C:18](=[O:19])([O-:20])[O-:21].[CH2:1]([CH3:2])[O:3][C:4]([CH2:5][O:6][c:7]1[c:8]([CH3:14])[cH:9][c:10]([SH:13])[cH:11][cH:12]1)=[O:15].[CH3:62][CH2:63][O:64][CH2:65][CH3:66].[ClH:56].[Cs+:22].[Cs+:23].[N:16]#[N:17].[O:57]=[CH:58][N:59]([CH3:60])[CH3:61].[c:24]1(-[c:50]2[cH:51][cH:52][cH:53][cH:54][cH:55]2)[cH:25][cH:26][c:27]([S:30](=[O:31])(=[O:32])[N:33]([CH2:34][CH2:35][O:36][S:37]([c:38]2[cH:39][cH:40][c:41]([CH3:42])[cH:43][cH:44]2)(=[O:45])=[O:46])[CH2:47][CH2:48][CH3:49])[cH:28][cH:29]1>>[CH2:1]([CH3:2])[O:3][C:4]([CH2:5][O:6][c:7]1[c:8]([CH3:14])[cH:9][c:10]([S:13][CH2:35][CH2:34][N:33]([S:30]([c:27]2[cH:26][cH:25][c:24](-[c:50]3[cH:51][cH:52][cH:53][cH:54][cH:55]3)[cH:29][cH:28]2)(=[O:31])=[O:32])[CH2:47][CH2:48][CH3:49])[cH:11][cH:12]1)=[O:15]. Starting materials: CCO, Cl, [Na+], C1CCOC1, [OH-], CCOC(=O)CCc1cn(Cc2ccc(OCc3cccnc3)cc2)nc1OCc1cccnc1. Yields the product O=C(O)CCc1cn(Cc2ccc(OCc3cccnc3)cc2)nc1OCc1cccnc1. As a reaction SMILES: [CH3:43][CH2:44][OH:45].[ClH:46].[Na+:37].[O:38]1[CH2:39][CH2:40][CH2:41][CH2:42]1.[OH-:36].[n:1]1[cH:2][c:3]([CH2:7][O:8][c:9]2[n:10][n:11]([CH2:21][c:22]3[cH:23][cH:24][c:25]([O:28][CH2:29][c:30]4[cH:31][n:32][cH:33][cH:34][cH:35]4)[cH:26][cH:27]3)[cH:12][c:13]2[CH2:14][CH2:15][C:16](=[O:17])[O:18][CH2:19][CH3:20])[cH:4][cH:5][cH:6]1>>[n:1]1[cH:2][c:3]([CH2:7][O:8][c:9]2[n:10][n:11]([CH2:21][c:22]3[cH:23][cH:24][c:25]([O:28][CH2:29][c:30]4[cH:31][n:32][cH:33][cH:34][cH:35]4)[cH:26][cH:27]3)[cH:12][c:13]2[CH2:14][CH2:15][C:16](=[O:17])[OH:18])[cH:4][cH:5][cH:6]1.